Dataset: the Open Reaction Database (ORD), a public repository of structured organic reaction records. Task: describe an organic reaction: reactants, conditions, products, and yield The reactants are COC(=O)C1=CC=C(\C=C/C2=NC=3N(C(N(C(C3N2C)=O)CCC)=O)CCC)C=C1 ((Z)-β-(7-methyl-1,3-dipropylxanthin-8-yl)styrene-4-carboxylic acid methyl ester), O.[OH-].[Li+] (lithium hydroxide monohydrate). The solvent is O1CCOCC1 (dioxane), O (water). Run at time 1 hour. The product is CN1C(=NC=2N(C(N(C(C12)=O)CCC)=O)CCC)\C=C/C1=CC=C(C=C1)C(=O)O ((Z)-β-(7-Methyl-1,3-dipropylxanthin-8-yl)styrene-4-carboxylic acid). The yield is 88.5%. As a reaction SMILES: C[O:2][C:3]([C:5]1[CH:30]=[CH:29][C:8](/[CH:9]=[CH:10]\[C:11]2[N:19]([CH3:20])[C:18]3[C:17](=[O:21])[N:16]([CH2:22][CH2:23][CH3:24])[C:15](=[O:25])[N:14]([CH2:26][CH2:27][CH3:28])[C:13]=3[N:12]=2)=[CH:7][CH:6]=1)=[O:4].O.[OH-].[Li+]>O1CCOCC1.O>[CH3:20][N:19]1[C:18]2[C:17](=[O:21])[N:16]([CH2:22][CH2:23][CH3:24])[C:15](=[O:25])[N:14]([CH2:26][CH2:27][CH3:28])[C:13]=2[N:12]=[C:11]1/[CH:10]=[CH:9]\[C:8]1[CH:7]=[CH:6][C:5]([C:3]([OH:4])=[O:2])=[CH:30][CH:29]=1 |f:1.2.3|. Procedure details: Compound 8 (2.64 g, 6.44 mmol) obtained in Example 7 was dissolved in a solvent mixture of 60 ml of dioxane and 40 ml of water. To the solution was added 1.08 g (25.8 mmol) of lithium hydroxide monohydrate, and the resulting mixture was stirred at room temperature for one hour. After neutralization with 1N HCl, the mixture was extracted three times with ethyl acetate. The combined extract was dried over anhydrous sodium sulfate, followed by evaporation under reduced pressure. The resulting crude... Reactants: CC(C)CC(C(=O)N1C(=O)OCC1Cc1ccccc1)c1cc(OCc2cc(F)cc(F)c2)cc(-c2ccc(C(F)(F)F)cc2)c1, C1CCOC1, [Li+], [Na+], [Na+], [OH-], O, O, OO, O=S([O-])[O-]. Yields the product CC(C)CC(C(=O)O)c1cc(OCc2cc(F)cc(F)c2)cc(-c2ccc(C(F)(F)F)cc2)c1. As a reaction SMILES: [CH2:1]([CH:2]1[CH2:3][O:4][C:5](=[O:6])[N:7]1[C:14]([CH:15]([CH2:16][CH:17]([CH3:18])[CH3:19])[c:20]1[cH:21][c:22](-[c:36]2[cH:37][cH:38][c:39]([C:42]([F:43])([F:44])[F:45])[cH:40][cH:41]2)[cH:23][c:24]([O:26][CH2:27][c:28]2[cH:29][c:30]([F:35])[cH:31][c:32]([F:34])[cH:33]2)[cH:25]1)=[O:46])[c:8]1[cH:9][cH:10][cH:11][cH:12][cH:13]1.[CH2:58]1[O:59][CH2:60][CH2:61][CH2:62]1.[Li+:48].[Na+:56].[Na+:57].[OH-:47].[OH2:49].[OH2:63].[OH:50][OH:51].[S:52](=[O:53])([O-:54])[O-:55]>>[C:14]([CH:15]([CH2:16][CH:17]([CH3:18])[CH3:19])[c:20]1[cH:21][c:22](-[c:36]2[cH:37][cH:38][c:39]([C:42]([F:43])([F:44])[F:45])[cH:40][cH:41]2)[cH:23][c:24]([O:26][CH2:27][c:28]2[cH:29][c:30]([F:35])[cH:31][c:32]([F:34])[cH:33]2)[cH:25]1)([OH:46])=[O:53]. Starting materials: 60NaH, FC1=CC=C(C=C1)O (para-fluorophenol), BrCCCCCCCCCCCC(=O)O (12-bromododecanoic acid). The solvent is CN(C=O)C (dimethylformamide). Yields the product FC1=CC=C(OCCCCCCCCCCCC(=O)O)C=C1 (12-para-fluorophenoxydodecanoic acid). Isolated yield 106.4%. RXN SMILES: [F:1][C:2]1[CH:7]=[CH:6][C:5]([OH:8])=[CH:4][CH:3]=1.Br[CH2:10][CH2:11][CH2:12][CH2:13][CH2:14][CH2:15][CH2:16][CH2:17][CH2:18][CH2:19][CH2:20][C:21]([OH:23])=[O:22]>CN(C)C=O>[F:1][C:2]1[CH:7]=[CH:6][C:5]([O:8][CH2:10][CH2:11][CH2:12][CH2:13][CH2:14][CH2:15][CH2:16][CH2:17][CH2:18][CH2:19][CH2:20][C:21]([OH:23])=[O:22])=[CH:4][CH:3]=1. Reported procedure: 12-Bromododecanoic acid (1 g) was stirred in 10% hydrochloric acid-methanol for 4 hours. The mixture was then concentrated and distributed into chloroform and water, and the chloroform layer was dried with anhydrous sodium sulfate to give the methyl ester of 12-bromoundecanoic acid (1.01 g). To para-fluorophenol (0.38 g) dissolved in dimethylformamide (DMF) was added 60NaH (0.40 g), and the mixture was stirred. To this mixture was added 12-bromododecanoic acid (1 g), and the mixture was stirred ... As a reaction SMILES: [H-].[Na+].[C:3]([CH:5]([C:11]1[CH:16]=[CH:15][CH:14]=[C:13]([O:17][C:18]2[CH:23]=[CH:22][CH:21]=[CH:20][C:19]=2[CH3:24])[C:12]=1[O:25][CH3:26])[C:6]([O:8][CH2:9][CH3:10])=[O:7])#[N:4].[CH3:27][CH2:28][CH2:29]Br>>[C:3]([C:5]([C:11]1[CH:16]=[CH:15][CH:14]=[C:13]([O:17][C:18]2[CH:23]=[CH:22][CH:21]=[CH:20][C:19]=2[CH3:24])[C:12]=1[O:25][CH3:26])([CH2:27][CH2:28][CH3:29])[C:6]([O:8][CH2:9][CH3:10])=[O:7])#[N:4] |f:0.1|. Product: C(#N)C(C(=O)OCC)(CCC)C1=C(C(=CC=C1)OC1=C(C=CC=C1)C)OC (ethyl 2-cyano-2-[2-methoxy-3-(o-tolyloxy)phenyl]valerate). Procedure details: 50% Sodium hydride (650 mg), ethyl 2-cyano-2-[2-methoxy-3-(o-tolyloxy)phenyl]acetate (4 g) and n-propyl bromide (3.8 g) were treated in a similar manner to that of Example 14-(6) to give oily ethyl 2-cyano-2-[2-methoxy-3-(o-tolyloxy)phenyl]valerate (4.7 g). Yield: 104.0%. The reactants are [H-].[Na+] (Sodium hydride), C(#N)C(C(=O)OCC)C1=C(C(=CC=C1)OC1=C(C=CC=C1)C)OC (ethyl 2-cyano-2-[2-methoxy-3-(o-tolyloxy)phenyl]acetate), CCCBr (n-propyl bromide). Starting materials: N1C=NC=C1 (imidazole), C1(O)=CC=C(O)C=C1 (hydroquinone), [Si](C)(C)(C(C)(C)C)Cl (tert-butyldimethylsilyl chloride). The solvent is CN(C=O)C (dimethylformamide), O (water). Yields the product [Si](C)(C)(C(C)(C)C)OC1=CC=C(C=C1)O (4-(tert-butyldimethylsilyloxy)phenol). RXN SMILES: N1C=CN=C1.[C:6]1([CH:13]=[CH:12][C:10]([OH:11])=[CH:9][CH:8]=1)[OH:7].[Si:14](Cl)([C:17]([CH3:20])([CH3:19])[CH3:18])([CH3:16])[CH3:15]>CN(C)C=O.O>[Si:14]([O:7][C:6]1[CH:13]=[CH:12][C:10]([OH:11])=[CH:9][CH:8]=1)([C:17]([CH3:20])([CH3:19])[CH3:18])([CH3:16])[CH3:15]. Procedure details: A solution of 2.9 parts of imidazole, 1.99 parts of hydroquinone and 3 parts of tert-butyldimethylsilyl chloride in 10 mL of dimethylformamide was stirred at room temperature for 1 hr 45 min. The reaction was monitored by TLC showed formation of product. The reaction mixture was diluted with 50 mL of deionized water and product was extracted with 2×50 mL of ether. The combined organic layer was dried over anhydrous Na2SO4 and filtered. The filtrate was concentrated under reduced pressure and pur...